From a dataset of the Open Reaction Database (ORD), a public repository of structured organic reaction records. describe an organic reaction: reactants, conditions, products, and yield Reactants: C(C1=CC=CC=C1)OC1=C(N)C=C(C(=C1)[N+](=O)[O-])Cl (2-benzyloxy-5-chloro-4-nitroaniline), C(C1=CC=CC=C1)(=O)Cl (benzoyl chloride). Solvent: C(C)N(CC)CC (triethylamine). The product is C(C1=CC=CC=C1)OC1=C(C=C(C(=C1)[N+](=O)[O-])Cl)NC(C1=CC=CC=C1)=O (N-(2-benzyloxy-5-chloro-4-nitrophenyl)benzamide). Isolated yield 85.0%. RXN SMILES: [CH2:1]([O:8][C:9]1[CH:15]=[C:14]([N+:16]([O-:18])=[O:17])[C:13]([Cl:19])=[CH:12][C:10]=1[NH2:11])[C:2]1[CH:7]=[CH:6][CH:5]=[CH:4][CH:3]=1.[C:20](Cl)(=[O:27])[C:21]1[CH:26]=[CH:25][CH:24]=[CH:23][CH:22]=1>C(N(CC)CC)C>[CH2:1]([O:8][C:9]1[CH:15]=[C:14]([N+:16]([O-:18])=[O:17])[C:13]([Cl:19])=[CH:12][C:10]=1[NH:11][C:20](=[O:27])[C:21]1[CH:26]=[CH:25][CH:24]=[CH:23][CH:22]=1)[C:2]1[CH:3]=[CH:4][CH:5]=[CH:6][CH:7]=1. Reported procedure: Synthesis of the compounds of general class III begins with the reaction of 2-amino4-chloro-5-nitrophenol at 0-50° C., preferably at room temperature, with benzyl bromide in the presence of potassium carbonate and tetra-N-butylammonium iodide in DMF to give 2-benzyloxy-5-chloro-4-nitroaniline in 56% yield. Subsequent reaction of 2-benzyloxy-5-chloro-4-nitroaniline (25-80° C.), preferably refluxing, with benzoyl chloride in the presence of triethylamine provided N-(2-benzyloxy-5-chloro-4-nitrophe... The reactants are ClC1=C(C=C(C#N)C#N)C=CC(=C1)Cl (2-(2,4-dichloro-benzylidene)-malononitrile), C(C)(=O)C1=CC=CC=C1 (acetophenone), C(C)(=O)[O-].[NH4+] (ammonium acetate), C1(=CC=CC=C1)C (toluene). Run in C(C)(=O)OCC (ethyl acetate). Conditions: time 3 hour. Yields the product NC1=C(C#N)C(=CC(=N1)C1=CC=CC=C1)C1=C(C=C(C=C1)Cl)Cl (2-Amino-4-(2,4-dichloro-phenyl)-6-phenyl-nicotinonitrile). Yield: 35.3%. RXN SMILES: [Cl:1][C:2]1[CH:13]=[C:12]([Cl:14])[CH:11]=[CH:10][C:3]=1[CH:4]=[C:5]([C:8]#[N:9])[C:6]#[N:7].[C:15]([C:18]1[CH:23]=[CH:22][CH:21]=[CH:20][CH:19]=1)(=O)[CH3:16].C([O-])(=O)C.[NH4+:28].C1(C)C=CC=CC=1>C(OCC)(=O)C>[NH2:9][C:8]1[N:28]=[C:15]([C:18]2[CH:23]=[CH:22][CH:21]=[CH:20][CH:19]=2)[CH:16]=[C:4]([C:3]2[CH:10]=[CH:11][C:12]([Cl:14])=[CH:13][C:2]=2[Cl:1])[C:5]=1[C:6]#[N:7] |f:2.3|. Procedure: A mixture of 2-(2,4-dichloro-benzylidene)-malononitrile (1.125 g, 5 mmol), acetophenone (601 mg, 5 mmol), ammonium acetate (578 mg, 7.5 mmol), and toluene (5 ml) was stirred for 3 h at reflux. Upon cooling to room temperature, the mixture was taken up in ethyl acetate and extracted with satd. NaHCO3, water, and satd. NaCl, and dried over Na2SO4. The solvent was then evaporated and the title compound (600 mg, 35%), MS: m/e=339.5 (M+H+), was isolated from the residue by column chromatography (sili... The reactants are Cn1c(Nc2ccccc2)ncc(-c2ccc(OCc3ccccc3)c(F)c2)c1=O, O=C(O)C(F)(F)F. The product is Cn1c(Nc2ccccc2)ncc(-c2ccc(O)c(F)c2)c1=O. RXN SMILES: [CH2:1]([c:2]1[cH:3][cH:4][cH:5][cH:6][cH:7]1)[O:8][c:9]1[c:10]([F:30])[cH:11][c:12](-[c:15]2[c:16](=[O:29])[n:17]([CH3:28])[c:18]([NH:21][c:22]3[cH:23][cH:24][cH:25][cH:26][cH:27]3)[n:19][cH:20]2)[cH:13][cH:14]1.[F:31][C:32]([F:33])([F:34])[C:35]([OH:36])=[O:37]>>[OH:8][c:9]1[c:10]([F:30])[cH:11][c:12](-[c:15]2[c:16](=[O:29])[n:17]([CH3:28])[c:18]([NH:21][c:22]3[cH:23][cH:24][cH:25][cH:26][cH:27]3)[n:19][cH:20]2)[cH:13][cH:14]1. Reactants: C1(O)=CC(O)=CC(O)=C1 (Phloroglucinol), C(C)OCC (ethyl ether), COCC#N (2-methoxy acetonitrile). The reagents and catalysts are [Cl-].[Zn+2].[Cl-] (zinc chloride). Conditions: time 5 hour. Product: COCC(=O)C1=C(C=C(C=C1O)O)O (2-methoxy-1-(2,4,6-trihydroxyphenyl) ethanone). Isolated yield 81.0%. As a reaction SMILES: [C:1]1([CH:9]=[C:7]([OH:8])[CH:6]=[C:4]([OH:5])[CH:3]=1)[OH:2].[CH3:10][O:11][CH2:12][C:13]#N.C([O:17]CC)C>[Cl-].[Zn+2].[Cl-]>[CH3:10][O:11][CH2:12][C:13]([C:9]1[C:1]([OH:2])=[CH:3][C:4]([OH:5])=[CH:6][C:7]=1[OH:8])=[O:17] |f:3.4.5|. Procedure: Phloroglucinol (35.1 g, 279 mmol) was dissolved into ethyl ether (500 mL) solution, followed by zinc chloride (8 g, 59 mmol) and 2-methoxy acetonitrile (18 g, 253 mmol) added in the solution under ice water bath condition. Dry HCl gas was bubbled into the reaction mixture, vigorously stirring for 5 hours, and precipitate was formed. The precipitate was filtered and collected, followed by dissolved into water and refluxed for 3 hours. After cooling, pink precipitate was collected, and desired whi... The reactants are COC1=C(C=C(C=C1)OC)C(CN1N=C(C=C1C(=O)OCC)C=1C=NC=CC1)=O (ethyl 1-(2-(2,5-dimethoxyphenyl)-2-oxoethyl)-3-(pyridin-3-yl)-1H-pyrazole-5-carboxylate), C[Si](C1=NNC(=C1)C(=O)OCC)(C)C (ethyl 3-(trimethylsilyl)-1H-pyrazole-5-carboxylate), COC=1C=C(CCl)C=C(C1OC)OC (3,4,5-trimethoxy benzyl chloride). Product: COC=1C=C(CN2N=C(C=C2C(=O)OCC)[Si](C)(C)C)C=C(C1OC)OC (Ethyl 1-(3,4,5-trimethoxybenzyl)-3-(trimethylsilyl)-1H-pyrazole-5-carboxylate). As a reaction SMILES: COC1C=CC(OC)=CC=1C(=O)CN1C(C(OCC)=O)=CC(C2C=NC=CC=2)=N1.[CH3:30][Si:31]([CH3:43])([CH3:42])[C:32]1[CH:36]=[C:35]([C:37]([O:39][CH2:40][CH3:41])=[O:38])[NH:34][N:33]=1.[CH3:44][O:45][C:46]1[CH:47]=[C:48]([CH:51]=[C:52]([O:56][CH3:57])[C:53]=1[O:54][CH3:55])[CH2:49]Cl>>[CH3:57][O:56][C:52]1[CH:51]=[C:48]([CH:47]=[C:46]([O:45][CH3:44])[C:53]=1[O:54][CH3:55])[CH2:49][N:34]1[C:35]([C:37]([O:39][CH2:40][CH3:41])=[O:38])=[CH:36][C:32]([Si:31]([CH3:42])([CH3:43])[CH3:30])=[N:33]1. Procedure details: This compound was made in an analogous fashion to ethyl 1-(2-(2,5-dimethoxyphenyl)-2-oxoethyl)-3-(pyridin-3-yl)-1H-pyrazole-5-carboxylate using ethyl 3-(trimethylsilyl)-1H-pyrazole-5-carboxylate and 3,4,5-trimethoxy benzyl chloride (purchased from Aldrich). 1H-NMR δ 6.98 (s, 1H), 6.21 (s, 2H), 5.44 (s, 2H), 4.41 (q, 2H), 3.81 (s, 3H), 3.76 (s, 6H), 1.40 (t, 3H), 0.22 (s, 9). Calculated mass for C19H28N2O5Si, 392.18, observed, 393.0 (M+1), 415.1 (M+Na). Starting materials: FC1=CC=C(C=C1)CN1C(=NC2=C1C=CC=C2)NC2CCN(CC2)CCNC2=NC=CC=N2 (1-[(4-fluorophenyl)methyl]-N-[1-[2-[(2-pyrimidinyl)amino]ethyl]-4-piperidinyl]-1H-benzimidazol-2-amine), C(C)(=O)OC(C)=O (acetic acid anhydride), C(C)(=O)O (acetic acid). The product is C(\C=C\C(=O)O)(=O)O.FC1=CC=C(C=C1)CN1C(=NC2=C1C=CC=C2)NC2CCN(CC2)CCN(C(C)=O)C2=NC=CC=N2 (N-[2-[4-[[1-[(4-fluorophenyl)methyl]-1H-benzimidazol-2-yl]amino]-1-piperidinyl]ethyl]-N-(2-pyrimidinyl)acetamide (E)-2-butenedioate). The yield is 16.5%. RXN SMILES: [F:1][C:2]1[CH:7]=[CH:6][C:5]([CH2:8][N:9]2[C:13]3[CH:14]=[CH:15][CH:16]=[CH:17][C:12]=3[N:11]=[C:10]2[NH:18][CH:19]2[CH2:24][CH2:23][N:22]([CH2:25][CH2:26][NH:27][C:28]3[N:33]=[CH:32][CH:31]=[CH:30][N:29]=3)[CH2:21][CH2:20]2)=[CH:4][CH:3]=1.[C:34]([O:37][C:38](=[O:40])[CH3:39])(=[O:36])[CH3:35].[C:41]([OH:44])(=[O:43])[CH3:42]>>[C:38]([OH:37])(=[O:40])/[CH:39]=[CH:42]/[C:41]([OH:44])=[O:43].[F:1][C:2]1[CH:3]=[CH:4][C:5]([CH2:8][N:9]2[C:13]3[CH:14]=[CH:15][CH:16]=[CH:17][C:12]=3[N:11]=[C:10]2[NH:18][CH:19]2[CH2:24][CH2:23][N:22]([CH2:25][CH2:26][N:27]([C:28]3[N:29]=[CH:30][CH:31]=[CH:32][N:33]=3)[C:34](=[O:36])[CH3:35])[CH2:21][CH2:20]2)=[CH:6][CH:7]=1 |f:3.4|. Procedure details: A mixture of 4.5 parts of 1-[(4-fluorophenyl)methyl]-N-[1-[2-[(2-pyrimidinyl)amino]ethyl]-4-piperidinyl]-1H-benzimidazol-2-amine, 15 parts of acetic acid anhydride and 140 parts of acetic acid was stirred and refluxed overnight. The reaction mixture was evaporated. The residue was taken up in water and the whole was alkalized with ammonium hydroxide. The product was extracted with dichloromethane. The extracft was dried, filtered and evaporated. The residue was purified by HPLC over silica gel u...